From a dataset of the Open Reaction Database (ORD), a public repository of structured organic reaction records. describe an organic reaction: reactants, conditions, products, and yield Reactants: O (water), BrC=1C=C(C(=O)O)C=C(C1)Br (3,5-dibromobenzoic acid), Cl.CNOC (N,O-dimethylhydroxylamine hydrochloride), C(C)N=[N+]=[N-] (EtN3). Run in O=S(Cl)Cl (SOCl2), C(Cl)Cl (DCM). Reaction conditions: time 1 hour. Yields the product BrC=1C=C(C(=O)N(C)OC)C=C(C1)Br (3,5-Dibromo-N-methoxy-N-methylbenzamide). As a reaction SMILES: [Br:1][C:2]1[CH:3]=[C:4]([CH:8]=[C:9]([Br:11])[CH:10]=1)[C:5](O)=[O:6].Cl.[CH3:13][NH:14][O:15][CH3:16].C(N=[N+]=[N-])C.O>O=S(Cl)Cl.C(Cl)Cl>[Br:1][C:2]1[CH:3]=[C:4]([CH:8]=[C:9]([Br:11])[CH:10]=1)[C:5]([N:14]([O:15][CH3:16])[CH3:13])=[O:6] |f:1.2|. Procedure: The solution of 3,5-dibromobenzoic acid (26 g, 93 mmol) in SOCl2 (100 mL) was heated at reflux for 2 h, concentrated, diluted with dry DCM (300 mL) and added slowly to a stirred solution of N,O-dimethylhydroxylamine hydrochloride (9.75 g, 100 mmol) and EtN3 (28 g, 277 mmol) in dry DCM (300 mL) at 0° C. The solution was stirred for 1 h at rt, poured into water and the organic layer was separated. The organic layer was washed with water and brine, dried over Na2SO4, filtered and concentrated to gi... Reaction conditions: temperature -50 celsius, time 45 minute. Yield: 66.2%. The product is O=C1OCC=C1CSC=1CS[C@H]2N(C1C(=O)OC(C1=CC=CC=C1)C1=CC=CC=C1)C([C@H]2NC(\C(=N/OC)\C=2N=C(SC2)NC(C2=CC=CC=C2)(C2=CC=CC=C2)C2=CC=CC=C2)=O)=O (Diphenylmethyl 3-(2,5-Dihydro-2-oxofuran-3-yl-methylthio)-7β-[2-(2-tritylaminothiazol-4-yl)-2-(Z)-methoxyiminoacetamido]ceph-3-em-4-carboxylate). The solvent is CN(C=O)C (dimethylformamide), N1=CC=CC=C1 (Pyridine), C(C)(=O)OCC.O (ethyl acetate water), CN(C=O)C (dimethylformamide). Reactants: C1(=CC=CC=C1)C(C1=CC=CC=C1)OC(=O)C1=C(CS[C@H]2N1C([C@H]2N)=O)SCC=2C(OCC2)=O (diphenylmethyl-7β-amino-3-(2,5-dihydro-2-oxofuran-3-ylmethylthio)ceph-3-em-4-carboxylate), Cl.C(C1=CC=CC=C1)(C1=CC=CC=C1)(C1=CC=CC=C1)NC=1SC=C(N1)/C(/C(=O)O)=N/OC (2-(2-Tritylaminothiazol-4-yl)-2-(Z)-methoxyiminoacetic acid hydrochloride), C(C)(C)N(CC)C(C)C (diisopropylethylamine), CS(=O)(=O)Cl (methanesulfonyl chloride). Reported procedure: A stirred solution of 2-(2-Tritylaminothiazol-4-yl)-2-(Z)-methoxyiminoacetic acid hydrochloride (287 mg) and diisopropylethylamine (0.208 ml) in dry dimethylformamide (5 ml) was cooled to -50° C. under an inert atmosphere. Treatment with methanesulfonyl chloride (0.047 ml) was followed by stirring at -50° C. for 45 min. Pyridine (0.048 ml) and a solution of diphenylmethyl-7β-amino-3-(2,5-dihydro-2-oxofuran-3-ylmethylthio)ceph-3-em-4-carboxylate (298 mg) in dimethylformamide (3 ml) were then adde... As a reaction SMILES: Cl.[C:2]([NH:21][C:22]1[S:23][CH:24]=[C:25](/[C:27](=[N:31]/[O:32][CH3:33])/[C:28]([OH:30])=O)[N:26]=1)([C:15]1[CH:20]=[CH:19][CH:18]=[CH:17][CH:16]=1)([C:9]1[CH:14]=[CH:13][CH:12]=[CH:11][CH:10]=1)[C:3]1[CH:8]=[CH:7][CH:6]=[CH:5][CH:4]=1.C(N(C(C)C)CC)(C)C.CS(Cl)(=O)=O.[C:48]1([CH:54]([O:61][C:62]([C:64]2[N:69]3[C:70](=[O:73])[C@@H:71]([NH2:72])[C@H:68]3[S:67][CH2:66][C:65]=2[S:74][CH2:75][C:76]2[C:77](=[O:81])[O:78][CH2:79][CH:80]=2)=[O:63])[C:55]2[CH:60]=[CH:59][CH:58]=[CH:57][CH:56]=2)[CH:53]=[CH:52][CH:51]=[CH:50][CH:49]=1>CN(C)C=O.C(OCC)(=O)C.O.N1C=CC=CC=1>[O:81]=[C:77]1[C:76]([CH2:75][S:74][C:65]2[CH2:66][S:67][C@@H:68]3[C@H:71]([NH:72][C:28](=[O:30])/[C:27](/[C:25]4[N:26]=[C:22]([NH:21][C:2]([C:15]5[CH:20]=[CH:19][CH:18]=[CH:17][CH:16]=5)([C:3]5[CH:4]=[CH:5][CH:6]=[CH:7][CH:8]=5)[C:9]5[CH:14]=[CH:13][CH:12]=[CH:11][CH:10]=5)[S:23][CH:24]=4)=[N:31]\[O:32][CH3:33])[C:70](=[O:73])[N:69]3[C:64]=2[C:62]([O:61][CH:54]([C:48]2[CH:53]=[CH:52][CH:51]=[CH:50][CH:49]=2)[C:55]2[CH:60]=[CH:59][CH:58]=[CH:57][CH:56]=2)=[O:63])=[CH:80][CH2:79][O:78]1 |f:0.1,6.7|. Reactants: OC=1C=C(C=CC1[N+](=O)[O-])CC(=O)O (3-hydroxy-4-nitrophenylacetic acid), C(C)O (ethanol). Reagents/catalysts: Cl (hydrochloric acid). The product is OC=1C=C(C=CC1[N+](=O)[O-])CC(=O)OCC (Ethyl 3-hydroxy-4-nitrophenylacetate). RXN SMILES: [OH:1][C:2]1[CH:3]=[C:4]([CH2:11][C:12]([OH:14])=[O:13])[CH:5]=[CH:6][C:7]=1[N+:8]([O-:10])=[O:9].[CH2:15](O)[CH3:16]>Cl>[OH:1][C:2]1[CH:3]=[C:4]([CH2:11][C:12]([O:14][CH2:15][CH3:16])=[O:13])[CH:5]=[CH:6][C:7]=1[N+:8]([O-:10])=[O:9]. Reported procedure: A solution of 3-hydroxy-4-nitrophenylacetic acid (4.0 g, prepared according to the procedure described by Meyer et al, J.Med.Chem., 1997, 40, pages 1049-1062) in ethanol (approximately 100 mL) was treated with concentrated hydrochloric acid (5-8 drops) was heated at reflux temperature for 3 hours then evaporated. The residue was dissolved in tert-butyl methylether and the solution was washed with saturated aqueous sodium bicarbonate solution, then with water, then dried, and then evaporated to g... The reactants are CCCCCC, Cc1ccccc1N(C)C, [Li]CCCC. The product is [Li]Cc1ccccc1N(C)C. Reaction SMILES: [CH3:16][CH2:17][CH2:18][CH2:19][CH2:20][CH3:21].[CH3:1][N:2]([c:3]1[c:4]([CH3:9])[cH:5][cH:6][cH:7][cH:8]1)[CH3:10].[Li:11][CH2:12][CH2:13][CH2:14][CH3:15]>>[CH3:1][N:2]([c:3]1[c:4]([CH2:9][Li:11])[cH:5][cH:6][cH:7][cH:8]1)[CH3:10]. The reactants are CS(=O)(=O)C1=CC=C(C=C1)C(=CC1CCOCC1)C1=CC=2C(=NC=CC2)N1 (2-[1-(4-methanesulfonyl-phenyl)-2-(tetrahydro-pyran-4-yl)-vinyl]-1H-pyrrolo[2,3-b]pyridine). Reagents/catalysts: [Pd] (palladium on activated carbon). The solvent is CO (methanol). Conditions: temperature 50 celsius, time 16 hour. Yields the product CS(=O)(=O)C1=CC=C(C=C1)C(CC1CCOCC1)C1=CC=2C(=NC=CC2)N1 (2-[1-(4-methanesulfonyl-phenyl)-2-(tetrahydro-pyran-4-yl)-ethyl]-1H-pyrrolo[2,3-b]pyridine). The yield is 2.3%. As a reaction SMILES: [CH3:1][S:2]([C:5]1[CH:10]=[CH:9][C:8]([C:11]([C:19]2[NH:27][C:22]3=[N:23][CH:24]=[CH:25][CH:26]=[C:21]3[CH:20]=2)=[CH:12][CH:13]2[CH2:18][CH2:17][O:16][CH2:15][CH2:14]2)=[CH:7][CH:6]=1)(=[O:4])=[O:3]>[Pd].CO>[CH3:1][S:2]([C:5]1[CH:6]=[CH:7][C:8]([CH:11]([C:19]2[NH:27][C:22]3=[N:23][CH:24]=[CH:25][CH:26]=[C:21]3[CH:20]=2)[CH2:12][CH:13]2[CH2:14][CH2:15][O:16][CH2:17][CH2:18]2)=[CH:9][CH:10]=1)(=[O:3])=[O:4]. Procedure: A mixture of 2-[1-(4-methanesulfonyl-phenyl)-2-(tetrahydro-pyran-4-yl)-vinyl]-1H-pyrrolo[2,3-b]pyridine (260 mg, 6.8 mmol) and 10% palladium on activated carbon (66 mg) in methanol (200 mL) was heated at 50° C. under hydrogen (50 psi) and kept for 16 h. The mixture was cooled to 25° C., the catalyst filtered off, washed with ethyl acetate and concentrated in vacuo. Purification using a Waters automated flash system (column: Xterra 30 mm×100 mm, sample manager 2767, pump 2525, detector: ZQ mass a... Procedure: 1.1 mL 6 M aqueous NaOH solution was added to a solution of 0.75 g (2.184 mmol) of N-[1-(2-diethylamino-ethyl)-1,2,3,4-tetrahydro-quinolin-6-yl]-2,2,2-trifluoro-acetamide in 5 mL MeOH at 0° C. and the mixture was stirred for 15 minutes at 0° C. and for 1 hour at RT. The reaction mixture was evaporated down i. vac., sat. aqueous sodium bicarbonate solution was added and the mixture was exhaustively extracted with EtOAc. The combined org. extracts were dried over magnesium sulphate, evaporated dow... RXN SMILES: [OH-].[Na+].[CH2:3]([N:5]([CH2:25][CH3:26])[CH2:6][CH2:7][N:8]1[C:17]2[C:12](=[CH:13][C:14]([NH:18]C(=O)C(F)(F)F)=[CH:15][CH:16]=2)[CH2:11][CH2:10][CH2:9]1)[CH3:4]>CO>[CH2:25]([N:5]([CH2:3][CH3:4])[CH2:6][CH2:7][N:8]1[C:17]2[C:12](=[CH:13][C:14]([NH2:18])=[CH:15][CH:16]=2)[CH2:11][CH2:10][CH2:9]1)[CH3:26] |f:0.1|. The product is C(C)N(CCN1CCCC2=CC(=CC=C12)N)CC (1-(2-diethylamino-ethyl)-1,2,3,4-tetrahydro-quinolin-6-ylamine). Run at temperature 0 celsius, time 1 hour. Starting materials: [OH-].[Na+] (NaOH), C(C)N(CCN1CCCC2=CC(=CC=C12)NC(C(F)(F)F)=O)CC (N-[1-(2-diethylamino-ethyl)-1,2,3,4-tetrahydro-quinolin-6-yl]-2,2,2-trifluoro-acetamide). Solvent: CO (MeOH). Isolated yield 13.1%. Conditions: temperature 150 celsius. Procedure details: To N-[3-(4-chloro-7H-pyrrolo[2,3-d]pyrimidine-5-carbonyl)-2,4-difluoro-phenyl]-4-trifluoromethyl-benzenesulfonamide (P-1016, 62 mg, 0.12 mmol), 1.00 mL of dimethyl sulfoxide is added, followed by potassium cyanide (39.0 mg, 0.60 mmol). The reaction is heated at 150° C. in an oil bath for 4 hours, then at 150° C. overnight. The reaction is poured into water and extracted with ethyl acetate. The organic layer is concentrated under vacuum and purified by silica gel column chromatography, eluting wi... RXN SMILES: Cl[C:2]1[C:3]2[C:10]([C:11]([C:13]3[C:14]([F:34])=[C:15]([NH:20][S:21]([C:24]4[CH:29]=[CH:28][C:27]([C:30]([F:33])([F:32])[F:31])=[CH:26][CH:25]=4)(=[O:23])=[O:22])[CH:16]=[CH:17][C:18]=3[F:19])=[O:12])=[CH:9][NH:8][C:4]=2[N:5]=[CH:6][N:7]=1.CS(C)=O.[C-:39]#[N:40].[K+]>O>[C:39]([C:2]1[C:3]2[C:10]([C:11]([C:13]3[C:14]([F:34])=[C:15]([NH:20][S:21]([C:24]4[CH:25]=[CH:26][C:27]([C:30]([F:33])([F:32])[F:31])=[CH:28][CH:29]=4)(=[O:22])=[O:23])[CH:16]=[CH:17][C:18]=3[F:19])=[O:12])=[CH:9][NH:8][C:4]=2[N:5]=[CH:6][N:7]=1)#[N:40] |f:2.3|. The reactants are ClC=1C2=C(N=CN1)NC=C2C(=O)C=2C(=C(C=CC2F)NS(=O)(=O)C2=CC=C(C=C2)C(F)(F)F)F (N-[3-(4-chloro-7H-pyrrolo[2,3-d]pyrimidine-5-carbonyl)-2,4-difluoro-phenyl]-4-trifluoromethyl-benzenesulfonamide), CS(=O)C (dimethyl sulfoxide), [C-]#N.[K+] (potassium cyanide). Yields the product C(#N)C=1C2=C(N=CN1)NC=C2C(=O)C=2C(=C(C=CC2F)NS(=O)(=O)C2=CC=C(C=C2)C(F)(F)F)F (N-[3-(4-cyano-7H-pyrrolo[2,3-d]pyrimidine-5-carbonyl)-2,4-difluoro-phenyl]-4-trifluoromethyl-benzenesulfonamide). The solvent is O (water). Starting materials: CN1C(=CC(=C1)NC=O)C(=O)Cl (1-methyl-4-formylamino-2-pyrrolecarbonyl chloride), C(C)(C)N(CC)C(C)C (diisopropylethylamine), NCCC#N (3-aminopropionitrile), solution, Cl (hydrogen chloride). Run in O1CCCC1 (tetrahydrofuran), CO (methanol). Reaction conditions: time 1 hour. The product is Cl.CN1C(=CC(=C1)N)C(=O)NCCC#N (3-(1-methyl-4-amino-2-pyrrolecarboxamido)propionitrile hydrochloride). Reaction SMILES: [CH3:1][N:2]1[CH:6]=[C:5]([NH:7]C=O)[CH:4]=[C:3]1[C:10]([Cl:12])=[O:11].C(N(C(C)C)CC)(C)C.[NH2:22][CH2:23][CH2:24][C:25]#[N:26].Cl>O1CCCC1.CO>[ClH:12].[CH3:1][N:2]1[CH:6]=[C:5]([NH2:7])[CH:4]=[C:3]1[C:10]([NH:26][CH2:25][CH2:24][C:23]#[N:22])=[O:11] |f:6.7|. Procedure: To 1-methyl-4-formylamino-2-pyrrolecarbonyl chloride (II) (16.0 mmol) dissolved in 80 mL of tetrahydrofuran are added diisopropylethylamine (18 mmol) and 3-aminopropionitrile (18 mmol) with continuous stirring for 1 hour. The reaction mixture is evaporated under vacuum and the resulting crude product is washed with water several times and dried to yield crude 3-(1-methyl-4-formylamino-2-carboxamido)propionitrile. This is N-deformylated by treatment with 30 mL of a solution of hydrogen chloride i... The reactants are C1(CCC1)C[C@@H](N)C(=O)O (3-cyclobutyl-D-alanine), ClC(=O)OC(C)C (isopropyl chloroformate). Run in [OH-].[Na+] (NaOH), O1CCOCC1 (dioxane), [OH-].[Na+] (NaOH). Conditions: temperature 0 celsius, time 5 hour. Product: C(C)(C)OC(=O)N[C@H](CC1CCC1)C(=O)O (Isopropoxycarbonyl-3-cyclobutyl-D-alanine). Reaction SMILES: [CH:1]1([CH2:5][C@H:6]([C:8]([OH:10])=[O:9])[NH2:7])[CH2:4][CH2:3][CH2:2]1.Cl[C:12]([O:14][CH:15]([CH3:17])[CH3:16])=[O:13]>[OH-].[Na+].O1CCOCC1>[CH:15]([O:14][C:12]([NH:7][C@@H:6]([C:8]([OH:10])=[O:9])[CH2:5][CH:1]1[CH2:4][CH2:3][CH2:2]1)=[O:13])([CH3:17])[CH3:16] |f:2.3|. Procedure details: 0.57 g (4 mmol) of 3-cyclobutyl-D-alanine is dissolved in 8 ml 1:1 mixture of 1M NaOH solution and dioxane. The mixture is cooled to 0° C. and simultaneously 4 ml of 1M NaOH solution and 4 ml of isopropyl chloroformate (conc. 1M in toluene) solution are added with vigorous stirring. The reaction mixture is stirred for 1 hour at this temperature and for 5 hours at room temperature.